From a dataset of the Open Reaction Database (ORD), a public repository of structured organic reaction records. describe an organic reaction: reactants, conditions, products, and yield The reactants are CCO, O=S(=O)(c1ccccc1)n1c(C2=CCN(Cc3ccccc3)CC2)cc2ccccc21. Yields the product C1=C(c2cc3ccccc3[nH]2)CCN(Cc2ccccc2)C1. As a reaction SMILES: [CH3:32][CH2:33][OH:34].[c:1]1([S:2](=[O:3])(=[O:4])[n:10]2[c:11]([C:19]3=[CH:24][CH2:23][N:22]([CH2:25][c:26]4[cH:27][cH:28][cH:29][cH:30][cH:31]4)[CH2:21][CH2:20]3)[cH:12][c:13]3[cH:14][cH:15][cH:16][cH:17][c:18]23)[cH:5][cH:6][cH:7][cH:8][cH:9]1>>[nH:10]1[c:11]([C:19]2=[CH:24][CH2:23][N:22]([CH2:25][c:26]3[cH:27][cH:28][cH:29][cH:30][cH:31]3)[CH2:21][CH2:20]2)[cH:12][c:13]2[cH:14][cH:15][cH:16][cH:17][c:18]12. Reactants: O=C([O-])O, COc1ccc2c(c1)C(NCc1ccccc1)CCCC2, ClCCl, O=S(=O)([O-])C(F)(F)F, O=S(=O)([O-])C(F)(F)F, O=S(=O)([O-])C(F)(F)F, [Na+], c1ccc(OCC2CO2)cc1, [Yb+3]. Yields the product COc1ccc2c(c1)C(N(Cc1ccccc1)CC(O)COc1ccccc1)CCCC2. RXN SMILES: [C:58](=[O:59])([OH:60])[O-:61].[CH2:1]([c:2]1[cH:3][cH:4][cH:5][cH:6][cH:7]1)[NH:8][CH:9]1[CH2:10][CH2:11][CH2:12][CH2:13][c:14]2[c:15]1[cH:16][c:17]([O:20][CH3:21])[cH:18][cH:19]2.[Cl:63][CH2:64][Cl:65].[F:33][C:34]([F:35])([F:36])[S:37]([O-:38])(=[O:39])=[O:40].[F:42][C:43]([F:44])([F:45])[S:46]([O-:47])(=[O:48])=[O:49].[F:50][C:51]([F:52])([F:53])[S:54]([O-:55])(=[O:56])=[O:57].[Na+:62].[O:22]([c:23]1[cH:24][cH:25][cH:26][cH:27][cH:28]1)[CH2:29][CH:30]1[CH2:31][O:32]1.[Yb+3:41]>>[CH2:1]([c:2]1[cH:3][cH:4][cH:5][cH:6][cH:7]1)[N:8]([CH:9]1[CH2:10][CH2:11][CH2:12][CH2:13][c:14]2[c:15]1[cH:16][c:17]([O:20][CH3:21])[cH:18][cH:19]2)[CH2:31][CH:30]([CH2:29][O:22][c:23]1[cH:24][cH:25][cH:26][cH:27][cH:28]1)[OH:32].